Dataset: the Open Reaction Database (ORD), a public repository of structured organic reaction records. Task: describe an organic reaction: reactants, conditions, products, and yield The reactants are [Al+3], COc1cccc(C(=O)Cl)c1, Cc1ccccc1, [Cl-], [Cl-], [Cl-], ClCCl, Cl. The product is COc1cccc(C(=O)c2ccc(C)cc2)c1. RXN SMILES: [Al+3:2].[C:5]([c:6]1[cH:7][c:8]([O:12][CH3:13])[cH:9][cH:10][cH:11]1)(=[O:14])[Cl:15].[CH3:16][c:17]1[cH:18][cH:19][cH:20][cH:21][cH:22]1.[Cl-:1].[Cl-:3].[Cl-:4].[Cl:24][CH2:25][Cl:26].[ClH:23]>>[C:5]([c:6]1[cH:7][c:8]([O:12][CH3:13])[cH:9][cH:10][cH:11]1)(=[O:14])[c:20]1[cH:19][cH:18][c:17]([CH3:16])[cH:22][cH:21]1. Reported procedure: 2-(4-{5-[1-(4-Chloro-2-trifluoromethyl-benzyl)-1H-indazol-5-ylmethylene]-4-oxo-4,5-dihydro-thiazol-2-yl}-piperazin-1-yl)-N-methyl-acetamide was prepared from 5-[1-(4-chloro-2-trifluoromethyl-benzyl)-1H-indazol-5-ylmethylene]-2-ethylsulfanyl-thiazol-4-one and N-methyl-2-piperazin-1-yl-acetamide following General Procedure C. The product is ClC1=CC(=C(CN2N=CC3=CC(=CC=C23)C=C2C(N=C(S2)N2CCN(CC2)CC(=O)NC)=O)C=C1)C(F)(F)F (2-(4-{5-[1-(4-Chloro-2-trifluoromethyl-benzyl)-1H-indazol-5-ylmethylene]-4-oxo-4,5-dihydro-thiazol-2-yl}-piperazin-1-yl)-N-methyl-acetamide). Reaction SMILES: [Cl:1][C:2]1[CH:27]=[CH:26][C:5]([CH2:6][N:7]2[C:15]3[C:10](=[CH:11][C:12]([CH:16]=[C:17]4[S:21][C:20](SCC)=[N:19][C:18]4=[O:25])=[CH:13][CH:14]=3)[CH:9]=[N:8]2)=[C:4]([C:28]([F:31])([F:30])[F:29])[CH:3]=1.[CH3:32][NH:33][C:34](=[O:42])[CH2:35][N:36]1[CH2:41][CH2:40][NH:39][CH2:38][CH2:37]1>>[Cl:1][C:2]1[CH:27]=[CH:26][C:5]([CH2:6][N:7]2[C:15]3[C:10](=[CH:11][C:12]([CH:16]=[C:17]4[S:21][C:20]([N:39]5[CH2:38][CH2:37][N:36]([CH2:35][C:34]([NH:33][CH3:32])=[O:42])[CH2:41][CH2:40]5)=[N:19][C:18]4=[O:25])=[CH:13][CH:14]=3)[CH:9]=[N:8]2)=[C:4]([C:28]([F:31])([F:29])[F:30])[CH:3]=1. Reactants: ClC1=CC(=C(CN2N=CC3=CC(=CC=C23)C=C2C(N=C(S2)SCC)=O)C=C1)C(F)(F)F (5-[1-(4-chloro-2-trifluoromethyl-benzyl)-1H-indazol-5-ylmethylene]-2-ethylsulfanyl-thiazol-4-one), CNC(CN1CCNCC1)=O (N-methyl-2-piperazin-1-yl-acetamide). Starting materials: NC=1SC=CN1 (2-amino-thiazole), CC(C(=O)OCC)C(=O)C (ethyl 2-methylacetoacetate). Run in polyphosphoric acid. Conditions: temperature 100 celsius, time 2 hour. Yields the product CC1=C(N=C2N(C1=O)C=CS2)C (6,7-dimethyl-5H-thiazolo[3,2-a]pyrimidine-5-one). As a reaction SMILES: [NH2:1][C:2]1[S:3][CH:4]=[CH:5][N:6]=1.[CH3:7][CH:8]([C:14]([CH3:16])=O)[C:9](OCC)=[O:10]>>[CH3:7][C:8]1[C:9](=[O:10])[N:6]2[CH:5]=[CH:4][S:3][C:2]2=[N:1][C:14]=1[CH3:16]. Reported procedure: 2-amino-thiazole (3.06 g) was reacted with ethyl 2-methylacetoacetate (6.4 g) in polyphosphoric acid (15.3 g: 7.1 g of P2O5 and 8.2 g of 99% H3PO4) under stirring at 100° C. for two hours. After cooling, dilution with ice water and neutralization, the precipitate was filtered, washed with water and crystallized from isopropyl ether to give 6,7-dimethyl-5H-thiazolo[3,2-a]pyrimidine-5-one, m.p. 112°-113° C. (5.04 g), which was reacted with 3-pyridine-carboxaldehyde (5.99 g) in methanol (130 ml) in... RXN SMILES: [CH3:1][C:2]1([CH3:15])[S:6][C:5]2[CH:7]=[CH:8][CH:9]=[C:10]([S:11]([NH2:14])(=[O:13])=[O:12])[C:4]=2[S:3]1.C[Al](C)C.[CH3:20][O:21][C:22]1[N:27]=[C:26]([CH3:28])[N:25]=[C:24]([NH:29][C:30](=O)[O:31]C)[N:23]=1.C(O)(=O)C>C(Cl)Cl.Cl>[CH3:20][O:21][C:22]1[N:27]=[C:26]([CH3:28])[N:25]=[C:24]([NH:29][C:30]([NH:14][S:11]([C:10]2[C:4]3[S:3][C:2]([CH3:15])([CH3:1])[S:6][C:5]=3[CH:7]=[CH:8][CH:9]=2)(=[O:13])=[O:12])=[O:31])[N:23]=1. Reported procedure: To a solution of 2.6 g 2,2-dimethyl-1,3-benzodithiole-4-sulfonamide prepared in Example 7, in 60 ml methylene chloride at room temperature under nitrogen is added 5.5 ml trimethylaluminum (2M in toluene). After stirring 15 minutes at room temperature, 2.0 g of methyl [4-methoxy-6-methyl-1,3,5-triazin-2-yl]carbamate, prepared according to the procedure of Example 5, was added and the reaction mixture was heated at reflux for 72 hours. The reaction mixture was cooled to room temperature and 75 ml ... Solvent: C(Cl)Cl (methylene chloride). Conditions: time 15 minute. Reagents/catalysts: Cl (hydrochloric acid). Product: COC1=NC(=NC(=N1)C)NC(=O)NS(=O)(=O)C1=CC=CC=2SC(SC21)(C)C (N-[(4-Methoxy-6-methyl-1,3,5-triazin-2-yl)aminocarbonyl]-2,2-dimethyl-1,3-benzodithiole-4-sulfonamide). Starting materials: COC1=NC(=NC(=N1)C)NC(OC)=O (methyl [4-methoxy-6-methyl-1,3,5-triazin-2-yl]carbamate), CC1(SC2=C(S1)C=CC=C2S(=O)(=O)N)C (2,2-Dimethyl-1,3-Benzodithiole-4-Sulfonamide), C[Al](C)C (trimethylaluminum), ice, C(C)(=O)O (acetic acid). The reactants are OC=1C=CC=C2C=CC(=CC12)C(=O)OC (methyl 8-hydroxynaphthalene-2-carboxylate), BrCCOC (1-bromo-2-methoxyethane). Product: COCCOC=1C=CC=C2C=CC(=CC12)C(=O)OC (Methyl 8-(2-methoxyethoxy)naphthalene-2-carboxylate). RXN SMILES: [OH:1][C:2]1[CH:3]=[CH:4][CH:5]=[C:6]2[C:11]=1[CH:10]=[C:9]([C:12]([O:14][CH3:15])=[O:13])[CH:8]=[CH:7]2.Br[CH2:17][CH2:18][O:19][CH3:20]>>[CH3:20][O:19][CH2:18][CH2:17][O:1][C:2]1[CH:3]=[CH:4][CH:5]=[C:6]2[C:11]=1[CH:10]=[C:9]([C:12]([O:14][CH3:15])=[O:13])[CH:8]=[CH:7]2. Procedure: Analogously to method C, 2.02 g of methyl 8-hydroxynaphthalene-2-carboxylate [115399-09-2] and 2.08 g of 1-bromo-2-methoxyethane are reacted. The title compound is identified on the basis of the Rf value. Starting materials: O1COC2=C1C=CC(=C2)S(=O)(=O)Cl (benzo[1,3]-dioxol-5-sulphonyl chloride), NC=1C=C(C(=O)OC)C=C(C1OC1=C(C=CC=C1)OC)OCCOC1OCCCC1 (methyl 3-amino-4-(2-methoxy-phenoxy)-5-[2-(tetrahydro-pyran-2-yloxy)-ethoxy]-benzoate), ice. Run in C1(=CC=CC=C1)C (toluene), N1=CC=CC=C1 (pyridine). Run at time 20 hour. Product: O1COC2=C1C=CC(=C2)S(=O)(=O)NC=2C=C(C(=O)OC)C=C(C2OC2=C(C=CC=C2)OC)OCCOC2OCCCC2 (methyl 3-(benzo[1,3]dioxol-5-sulphonylamino)-4-(2-methoxy-phenoxy)-5-[2-(tetrahydro-pyran-2-yloxy)-ethoxy]-benzoate). As a reaction SMILES: [NH2:1][C:2]1[CH:3]=[C:4]([CH:9]=[C:10]([O:21][CH2:22][CH2:23][O:24][CH:25]2[CH2:30][CH2:29][CH2:28][CH2:27][O:26]2)[C:11]=1[O:12][C:13]1[CH:18]=[CH:17][CH:16]=[CH:15][C:14]=1[O:19][CH3:20])[C:5]([O:7][CH3:8])=[O:6].[O:31]1[C:35]2[CH:36]=[CH:37][C:38]([S:40](Cl)(=[O:42])=[O:41])=[CH:39][C:34]=2[O:33][CH2:32]1>N1C=CC=CC=1.C1(C)C=CC=CC=1>[O:31]1[C:35]2[CH:36]=[CH:37][C:38]([S:40]([NH:1][C:2]3[CH:3]=[C:4]([CH:9]=[C:10]([O:21][CH2:22][CH2:23][O:24][CH:25]4[CH2:30][CH2:29][CH2:28][CH2:27][O:26]4)[C:11]=3[O:12][C:13]3[CH:18]=[CH:17][CH:16]=[CH:15][C:14]=3[O:19][CH3:20])[C:5]([O:7][CH3:8])=[O:6])(=[O:41])=[O:42])=[CH:39][C:34]=2[O:33][CH2:32]1. Reported procedure: 1.04 g of methyl 3-amino-4-(2-methoxy-phenoxy)-5-[2-(tetrahydro-pyran-2-yloxy)-ethoxy]-benzoate were dissolved in pyridine (30 ml), treated dropwise while cooling with ice with a solution of 1.1 g of benzo[1,3]-dioxol-5-sulphonyl chloride in toluene (10 ml) and subsequently stirred at RT for 20 hours. The reaction mixture was poured on to ice/3M HCl, the product was extracted with ethyl acetate and the organic phase was dried over magnesium sulphate. After removing the solvent there was obtained... Starting materials: N-sodium hydroxide, COC([C@@H](NC(C(NC([C@H]1N(CCC1)C(=O)OCC1=CC=CC=C1)=O)=CC1=CC=CC=C1)=O)CC1=CC=CC=C1)=O (N-carbobenzoxy-L-prolyl-dehydrophenylalanyl-L-phenylalanine methyl ester). Run in CO (methanol). Reaction conditions: time 2 hour. The product is C(=O)(OCC1=CC=CC=C1)N1[C@H](C(=O)NC(=CC2=CC=CC=C2)C(=O)N[C@@H](CC2=CC=CC=C2)C(=O)O)CCC1 (N-carbobenzoxy-L-prolyl-dehydrophenylalanyl-L-phenylalanine). The yield is 65.9%. As a reaction SMILES: C[O:2][C:3](=[O:41])[C@H:4]([CH2:34][C:35]1[CH:40]=[CH:39][CH:38]=[CH:37][CH:36]=1)[NH:5][C:6](=[O:33])[C:7](=[CH:26][C:27]1[CH:32]=[CH:31][CH:30]=[CH:29][CH:28]=1)[NH:8][C:9](=[O:25])[C@@H:10]1[CH2:14][CH2:13][CH2:12][N:11]1[C:15]([O:17][CH2:18][C:19]1[CH:24]=[CH:23][CH:22]=[CH:21][CH:20]=1)=[O:16]>CO>[C:15]([N:11]1[CH2:12][CH2:13][CH2:14][C@H:10]1[C:9]([NH:8][C:7]([C:6]([NH:5][C@H:4]([C:3]([OH:41])=[O:2])[CH2:34][C:35]1[CH:40]=[CH:39][CH:38]=[CH:37][CH:36]=1)=[O:33])=[CH:26][C:27]1[CH:32]=[CH:31][CH:30]=[CH:29][CH:28]=1)=[O:25])([O:17][CH2:18][C:19]1[CH:24]=[CH:23][CH:22]=[CH:21][CH:20]=1)=[O:16]. Procedure details: There was added 2 ml of N-sodium hydroxide to a solution of 0.556 g (0.001 mole) of N-carbobenzoxy-L-prolyl-dehydrophenylalanyl-L-phenylalanine methyl ester in 10 ml of methanol. The mixture was stirred at room temperature for 2 hours and concentrated in vacuo. The residual aqueous solution was washed with ethyl acetate and after acidification with 4 N-hydrochloric acid, the resulting separated oil was extracted into ethyl acetate and the extracts were dried over anhydrous Na2SO4. The solvent wa...